From a dataset of the Open Reaction Database (ORD), a public repository of structured organic reaction records. describe an organic reaction: reactants, conditions, products, and yield Starting materials: CS(C)=O, CCOC(=O)c1ccc(-c2ccc(F)cc2)nc1C. The product is Cc1nc(-c2ccc(F)cc2)ccc1C(=O)O. As a reaction SMILES: [CH3:20][S:21]([CH3:22])=[O:23].[F:1][c:2]1[cH:3][cH:4][c:5](-[c:8]2[n:9][c:10]([CH3:19])[c:11]([C:12](=[O:13])[O:14][CH2:15][CH3:16])[cH:17][cH:18]2)[cH:6][cH:7]1>>[F:1][c:2]1[cH:3][cH:4][c:5](-[c:8]2[n:9][c:10]([CH3:19])[c:11]([C:12](=[O:13])[OH:14])[cH:17][cH:18]2)[cH:6][cH:7]1. The reactants are O (water), C(#N)C1CCN(OC1)C(=O)OCC (ethyl 5-cyanotetrahydro-2H-1,2-oxazine-2-carboxylate), C(#N)C1CCN(OC1)C(=O)OCC (ethyl 5-cyanotetrahydro-2H-1,2-oxazine-2-carboxylate), C(C)(=S)N (thioacetamide). Solvent: FC(C(=O)O)(F)F (trifluoroacetic acid). Conditions: temperature 50 celsius, time 20 hour. The product is NC(C1CCN(OC1)C(=O)OCC)=S (ethyl 5-(aminothioxomethyl)tetrahydro-2H-1,2-oxazine-2-carboxylate). As a reaction SMILES: [C:1]([CH:3]1[CH2:8][O:7][N:6]([C:9]([O:11][CH2:12][CH3:13])=[O:10])[CH2:5][CH2:4]1)#[N:2].C(N)(=[S:16])C.O>FC(F)(F)C(O)=O>[NH2:2][C:1](=[S:16])[CH:3]1[CH2:8][O:7][N:6]([C:9]([O:11][CH2:12][CH3:13])=[O:10])[CH2:5][CH2:4]1. Procedure: A mixture of ethyl 5-cyanotetrahydro-2H-1,2-oxazine-2-carboxylate (i.e. the product of Step H) (0.63 g, 0.0034 mol) and thioacetamide (0.72 g, 0.0096 mol) in trifluoroacetic acid (about 2 mL) was stirred at 50° C. for 20 h. The reaction mixture was poured into water (10 mL) and extracted with diethyl ether (3×10 mL). The combined organic extracts were washed with water (10 mL), dried over magnesium sulfate, filtered and concentrated to provide an orange oil (about 0.76 g). The resulting oil was ... The reactants are BrC1=CC(=CS1)C(=O)N1CCC[C@@H]2CCCC[C@H]12 (cis-(5-Bromo-thiophen-3-yl)-(octahydro-quinolin-1-yl)-methanone), O (water), CC1=NNC=C1B1OC(C(O1)(C)C)(C)C (3-methyl-4-(4,4,5,5-tetramethyl-[1,3,2]dioxaborolan-2-yl)-1H-pyrazole), C([O-])([O-])=O.[Cs+].[Cs+] (caesium carbonate). Reagents/catalysts: C1(=CC=CC=C1)P(C1=CC=CC=C1)C1=CC=CC=C1.C1(=CC=CC=C1)P(C1=CC=CC=C1)C1=CC=CC=C1.C1(=CC=CC=C1)P(C1=CC=CC=C1)C1=CC=CC=C1.C1(=CC=CC=C1)P(C1=CC=CC=C1)C1=CC=CC=C1.[Pd] (palladium tetrakis(triphenylphosphine)). Run in COCCOC (DME), IMS. Run at temperature 140 celsius. The product is CC1=NNC=C1C1=CC(=CS1)C(=O)N1CCCC2CCCCC12 ([5-(3-Methyl-1H-pyrazol-4-yl)-thiophen-3-yl]-(octahydro-quinolin-1-yl)-methanone). Isolated yield 30.4%. As a reaction SMILES: Br[C:2]1[S:6][CH:5]=[C:4]([C:7]([N:9]2[C@@H:18]3[C@@H:13]([CH2:14][CH2:15][CH2:16][CH2:17]3)[CH2:12][CH2:11][CH2:10]2)=[O:8])[CH:3]=1.[CH3:19][C:20]1[C:24](B2OC(C)(C)C(C)(C)O2)=[CH:23][NH:22][N:21]=1.C(=O)([O-])[O-].[Cs+].[Cs+].O>COCCOC.C1(P(C2C=CC=CC=2)C2C=CC=CC=2)C=CC=CC=1.C1(P(C2C=CC=CC=2)C2C=CC=CC=2)C=CC=CC=1.C1(P(C2C=CC=CC=2)C2C=CC=CC=2)C=CC=CC=1.C1(P(C2C=CC=CC=2)C2C=CC=CC=2)C=CC=CC=1.[Pd]>[CH3:19][C:20]1[C:24]([C:2]2[S:6][CH:5]=[C:4]([C:7]([N:9]3[CH:18]4[CH:13]([CH2:14][CH2:15][CH2:16][CH2:17]4)[CH2:12][CH2:11][CH2:10]3)=[O:8])[CH:3]=2)=[CH:23][NH:22][N:21]=1 |f:2.3.4,7.8.9.10.11|. Reported procedure: cis-(5-Bromo-thiophen-3-yl)-(octahydro-quinolin-1-yl)-methanone (0.09 g, 0.27 mmol) was combined with 3-methyl-4-(4,4,5,5-tetramethyl-[1,3,2]dioxaborolan-2-yl)-1H-pyrazole (62 mg, 0.3 mmol), caesium carbonate (0.134 g, 0.41 mmol), and palladium tetrakis(triphenylphosphine) (0.031 g, 0.03 mmol) in DME (3 mL), IMS 0.6 mL) and water (0.3 mL). The reaction mixture was degassed then heated by microwave irradiation to 140° C. for 20 minutes then further quantities of 3-methyl-4-(4,4,5,5-tetramethyl-[1... Starting materials: C([O-])([O-])=O.[K+].[K+] (Potassium carbonate), ClC=1C=CC(=C(C1)C1=CC(=NC=C1)N1CCN(CC1)C(=O)OC(C)(C)C)O (tert-Butyl 4-(4-(5-chloro-2-hydroxyphenyl)pyridin-2-yl)piperazine-1-carboxylate), C(C1=CC=CC=C1)Br (Benzyl bromide). The solvent is CN(C=O)C (dimethylformamide). Run at temperature 60 celsius, time 10 minute. Yields the product C(C1=CC=CC=C1)OC1=C(C=C(C=C1)Cl)C1=CC(=NC=C1)N1CCN(CC1)C(=O)OC(C)(C)C (tert-Butyl 4-(4-(2-(benzyloxy)-5-chlorophenyl)pyridin-2-yl)piperazine-1-carboxylate). Isolated yield 96.4%. Reaction SMILES: [Cl:1][C:2]1[CH:3]=[CH:4][C:5]([OH:27])=[C:6]([C:8]2[CH:13]=[CH:12][N:11]=[C:10]([N:14]3[CH2:19][CH2:18][N:17]([C:20]([O:22][C:23]([CH3:26])([CH3:25])[CH3:24])=[O:21])[CH2:16][CH2:15]3)[CH:9]=2)[CH:7]=1.C(=O)([O-])[O-].[K+].[K+].[CH2:34](Br)[C:35]1[CH:40]=[CH:39][CH:38]=[CH:37][CH:36]=1>CN(C)C=O>[CH2:34]([O:27][C:5]1[CH:4]=[CH:3][C:2]([Cl:1])=[CH:7][C:6]=1[C:8]1[CH:13]=[CH:12][N:11]=[C:10]([N:14]2[CH2:15][CH2:16][N:17]([C:20]([O:22][C:23]([CH3:24])([CH3:26])[CH3:25])=[O:21])[CH2:18][CH2:19]2)[CH:9]=1)[C:35]1[CH:40]=[CH:39][CH:38]=[CH:37][CH:36]=1 |f:1.2.3|. Reported procedure: tert-Butyl 4-(4-(5-chloro-2-hydroxyphenyl)pyridin-2-yl)piperazine-1-carboxylate (Preparation 117, 1.85 g, 4.755 mmol) was dissolved in dimethylformamide (10 mL) at room temperature under a nitrogen atmosphere. Potassium carbonate (1.31 g, 9.51 mmol) was added and the mixture was stirred for 10 minutes. Benzyl bromide (0.622 mL, 5.23 mmol) was added dropwise and the reaction mixture was heated at 60° C. for 18 hours and then partitioned between ethyl acetate (40 mL) and water (20 mL). The organic... Starting materials: C(C)(C)(C)OC(NC1=C(C=C(C=C1)C(F)(F)F)NC(CC(=O)C1=CC(=CC=C1)C=1C(=NC=CC1)C)=O)=O ((2-{3-[3-(2-methyl-pyridin-3-yl)-phenyl]-3-oxo-propionylamino}-4-trifluoromethyl-phenyl)-carbamic acid tert-butyl ester), C(=O)(C(F)(F)F)O (TFA). Run in C(Cl)Cl (CH2Cl2). Yields the product CC1=NC=CC=C1C=1C=C(C=CC1)C1=NC2=C(NC(C1)=O)C=C(C=C2)C(F)(F)F (4-[3-(2-Methyl-pyridin-3-yl)-phenyl]-8-trifluoromethyl-1,3-dihydro-benzo[b][1,4]diazepin-2-one), solid. Reaction SMILES: C(OC(=O)[NH:7][C:8]1[CH:13]=[CH:12][C:11]([C:14]([F:17])([F:16])[F:15])=[CH:10][C:9]=1[NH:18][C:19](=[O:36])[CH2:20][C:21]([C:23]1[CH:28]=[CH:27][CH:26]=[C:25]([C:29]2[C:30]([CH3:35])=[N:31][CH:32]=[CH:33][CH:34]=2)[CH:24]=1)=O)(C)(C)C.C(O)(C(F)(F)F)=O>C(Cl)Cl>[CH3:35][C:30]1[C:29]([C:25]2[CH:24]=[C:23]([C:21]3[CH2:20][C:19](=[O:36])[NH:18][C:9]4[CH:10]=[C:11]([C:14]([F:17])([F:16])[F:15])[CH:12]=[CH:13][C:8]=4[N:7]=3)[CH:28]=[CH:27][CH:26]=2)=[CH:34][CH:33]=[CH:32][N:31]=1. Reported procedure: The title compound was prepared from (2-{3-[3-(2-methyl-pyridin-3-yl)-phenyl]-3-oxo-propionylamino}-4-trifluoromethyl-phenyl)-carbamic acid tert-butyl ester (Example M14) (280 mg, 0.545 mmol) by treatment with TFA in CH2Cl2 according to the general procedure N. Obtained as a pink solid (163 mg).